This data is from the Open Reaction Database (ORD), a public repository of structured organic reaction records. The task is: describe an organic reaction: reactants, conditions, products, and yield Starting materials: [OH-].[Na+] (sodium hydroxide), Cl (hydrochloric acid), COC(=O)C=1C=C2C=CNC2=CC1C(=O)OC (5, 6-Dimethoxycarbonyl-indole), C(C)O (ethanol). The solvent is O (water). The product is N1C=CC2=CC(=C(C=C12)C(=O)O)C(=O)O (Indole-5,6-dicarboxylic acid). The yield is 86.5%. RXN SMILES: C[O:2][C:3]([C:5]1[CH:6]=[C:7]2[C:11](=[CH:12][C:13]=1[C:14]([O:16]C)=[O:15])[NH:10][CH:9]=[CH:8]2)=[O:4].C(O)C.[OH-].[Na+].Cl>O>[NH:10]1[C:11]2[C:7](=[CH:6][C:5]([C:3]([OH:4])=[O:2])=[C:13]([C:14]([OH:16])=[O:15])[CH:12]=2)[CH:8]=[CH:9]1 |f:2.3|. Reported procedure: To a stirred solution of the dimethyl ester produced in step d (1.14 g, 4.9 mmol) in a 5:1 mixture of ethanol:water (12 ml) was added solid sodium hydroxide (0.49 g, 12.4 mmol). The solution was stirred at a gentle reflux for 3 h. The solution was acidifed on cooling to pH2 with hydrochloric acid and then evaporated. The residue was azeotroped with ethanol and then toluene and dried under vacuum. The residue was then extracted with hot acetone (5×20 ml) and the combined extracts were evaporated ... The reactants are COC(=O)C(N)CC(C)C, COc1cc(C(=O)O)cc(OC)n1. Yields the product COC(=O)C(CC(C)C)NC(=O)c1cc(OC)nc(OC)c1. As a reaction SMILES: [CH3:14][O:15][C:16]([CH:17]([NH2:18])[CH2:19][CH:20]([CH3:21])[CH3:22])=[O:23].[CH3:1][O:2][c:3]1[cH:4][c:5]([C:6](=[O:7])[OH:8])[cH:9][c:10]([O:12][CH3:13])[n:11]1>>[CH3:1][O:2][c:3]1[cH:4][c:5]([C:6](=[O:8])[NH:18][CH:17]([C:16]([O:15][CH3:14])=[O:23])[CH2:19][CH:20]([CH3:21])[CH3:22])[cH:9][c:10]([O:12][CH3:13])[n:11]1. Reactants: C1(CC1)N1C(=NN=C1OCC=1N=NN(N1)C1=CC(=CC=C1)I)C1=CC=NC=C1 (4-{4-cyclopropyl-5-[2-(3-iodo-phenyl)-2H-tetrazol-5-ylmethoxy]-4H-[1,2,4]triazol-3-yl}-pyridine), palladium (0) tetrakis-triphenylphosphine, CN(C)C=O (DMF). The reagents and catalysts are [C-]#N.[Zn+2].[C-]#N (zinc cyanide). The product is C1(CC1)N1C(=NN=C1C1=CC=NC=C1)OCC=1N=NN(N1)C=1C=C(C#N)C=CC1 (3-[5-(4-Cyclopropyl-5-pyridin-4-yl-4H-[1,2,4]triazol-3-yloxymethyl)-tetrazol-2-yl]-benzonitrile). As a reaction SMILES: [CH:1]1([N:4]2[C:8]([O:9][CH2:10][C:11]3[N:12]=[N:13][N:14]([C:16]4[CH:21]=[CH:20][CH:19]=[C:18](I)[CH:17]=4)[N:15]=3)=[N:7][N:6]=[C:5]2[C:23]2[CH:28]=[CH:27][N:26]=[CH:25][CH:24]=2)[CH2:3][CH2:2]1.[CH3:29][N:30](C=O)C>[C-]#N.[Zn+2].[C-]#N>[CH:1]1([N:4]2[C:5]([C:23]3[CH:28]=[CH:27][N:26]=[CH:25][CH:24]=3)=[N:6][N:7]=[C:8]2[O:9][CH2:10][C:11]2[N:12]=[N:13][N:14]([C:16]3[CH:17]=[C:18]([CH:19]=[CH:20][CH:21]=3)[C:29]#[N:30])[N:15]=2)[CH2:3][CH2:2]1 |f:2.3.4|. Procedure details: The title compound is prepared from 4-{4-cyclopropyl-5-[2-(3-iodo-phenyl)-2H-tetrazol-5-ylmethoxy]-4H-[1,2,4]triazol-3-yl}-pyridine (1 mmol), zinc cyanide (1.1 mmol), palladium (0) tetrakis-triphenylphosphine (0.05 mmol) in DMF (5 mL) at 80° C. overnight. The reactants are glass, C=CC=C (1,3-butadiene), CI (methyl iodide), CN(C)CC1=CC(=C(C(=C1)C)O)C (N,N-dimethyl,2,6-dimethyl-4-aminomethylphenol). Solvent: C(C)(=O)OCC (ethyl acetate). Run at temperature 130 celsius. Product: CC1=CC2(C=C(C1=O)C)CC=CCC2 (2,4-dimethylspiro[5.5]undeca-1,4,8-trien-3-one). Yield: 79.9%. Reaction SMILES: CN([CH2:4][C:5]1[CH:10]=[C:9]([CH3:11])[C:8]([OH:12])=[C:7]([CH3:13])[CH:6]=1)C.CI.[CH2:16]=[CH:17][CH:18]=[CH2:19]>C(OCC)(=O)C>[CH3:13][C:7]1[C:8](=[O:12])[C:9]([CH3:11])=[CH:10][C:5]2([CH2:19][CH2:18][CH:17]=[CH:16][CH2:4]2)[CH:6]=1. Procedure details: To a 250 mL glass reaction vessel containing an ethyl acetate (120 mLs) solution of N,N-dimethyl,2,6-dimethyl-4-aminomethylphenol (7.16 g; 40 mmols), there was added methyl iodide (40 mmols) to give a colorless slurry. The vessel was sealed and 1,3-butadiene (200 mmols) was introduced into the vessel. The reaction mixture was heated to 130° C. and the pressure was increased from atmospheric to 70 psig. The reaction mixture was maintained at these conditions for approximately 5 hours. The reactio... The reactants are CC(C)=O, CC#N, CCOC(C)=O, [O-][I+3]([O-])([O-])[O-], [Na+], O, C=CCC1(O)CCC(n2c(=O)c(Cc3ccc(-c4ccccc4C#N)cc3)c(CCC)n3ncnc23)CC1, O=[Os]. Product: CCCc1c(Cc2ccc(-c3ccccc3C#N)cc2)c(=O)n(C2CCC(O)(CCO)CC2)c2ncnn12. RXN SMILES: [CH3:45][C:46](=[O:47])[CH3:48].[CH3:49][C:50]#[N:51].[CH3:52][CH2:53][O:54][C:55](=[O:56])[CH3:57].[I+3:39]([O-:40])([O-:41])([O-:42])[O-:43].[Na+:44].[OH2:58].[OH:1][C:2]1([CH2:36][CH:37]=[CH2:38])[CH2:3][CH2:4][CH:5]([n:8]2[c:9]3[n:10]([c:11]([CH2:30][CH2:31][CH3:32])[c:12]([CH2:15][c:16]4[cH:17][cH:18][c:19](-[c:22]5[c:23]([C:28]#[N:29])[cH:24][cH:25][cH:26][cH:27]5)[cH:20][cH:21]4)[c:13]2=[O:14])[n:33][cH:34][n:35]3)[CH2:6][CH2:7]1.[Os:59]=[O:60]>>[OH:1][C:2]1([CH2:36][CH2:37][OH:40])[CH2:3][CH2:4][CH:5]([n:8]2[c:9]3[n:10]([c:11]([CH2:30][CH2:31][CH3:32])[c:12]([CH2:15][c:16]4[cH:17][cH:18][c:19](-[c:22]5[c:23]([C:28]#[N:29])[cH:24][cH:25][cH:26][cH:27]5)[cH:20][cH:21]4)[c:13]2=[O:14])[n:33][cH:34][n:35]3)[CH2:6][CH2:7]1. Starting materials: ClC1=CC=C(C=C1)C=1C=C2C(=NC1C1=C(C=C(C=C1)Cl)Cl)OC(CC2C(=O)O)(C)C (6-(4-chlorophenyl)-7-(2,4-dichlorophenyl)-2,2-dimethyl-3,4-dihydro-2H-pyrano[2,3-b]pyridine-4-carboxylic acid), ClC1=C(C=CC=C1)C1=C(C=C2C(=N1)OC(CC2C(=O)O)(C)C)C2=CC=C(C=C2)Cl (7-(2-Chlorophenyl)-6-(4-chlorophenyl)-2,2-dimethyl-3,4-dihydro-2H-pyrano[2,3-b]pyridine-4-carboxylic acid), O.NN (hydrazine hydrate), ON1N=NC2=C1C=CC=C2 (1-hydroxybenzotriazole), N-(3-dimethylaminopropyl)-N′-ethylcarboddimide hydrochloride, C(C)(=O)Cl (Acetyl chloride). Run in CC#N (MeCN), CCOC(=O)C (EtOAc), CCOC(=O)C (EtOAc). Reaction conditions: time 30 minute. The product is ClC1=CC=C(C=C1)C=1C=C2C(=NC1C1=C(C=C(C=C1)Cl)Cl)OC(CC2C=2OC(=NN2)C)(C)C (6-(4-Chlorophenyl)-7-(2,4-dichlorophenyl)-2,2-dimethyl-4-(5-methyl-1,3,4-oxadiazol-2-yl)-3,4-dihydro-2H-pyrano[2,3-b]pyridine). Reaction SMILES: [Cl:1]C1C=CC(C2C=C3C(C(O)=O)CC(C)(C)OC3=NC=2C2C=CC(Cl)=CC=2Cl)=CC=1.[Cl:31][C:32]1[CH:37]=[CH:36][CH:35]=[CH:34][C:33]=1[C:38]1[N:43]=[C:42]2[O:44][C:45]([CH3:52])([CH3:51])[CH2:46][CH:47]([C:48](O)=[O:49])[C:41]2=[CH:40][C:39]=1[C:53]1[CH:58]=[CH:57][C:56]([Cl:59])=[CH:55][CH:54]=1.O[N:61]1[C:65]2[CH:66]=CC=CC=2N=[N:62]1.O.NN.C(Cl)(=O)C>CC#N.CCOC(C)=O>[Cl:59][C:56]1[CH:57]=[CH:58][C:53]([C:39]2[CH:40]=[C:41]3[CH:47]([C:48]4[O:49][C:65]([CH3:66])=[N:61][N:62]=4)[CH2:46][C:45]([CH3:51])([CH3:52])[O:44][C:42]3=[N:43][C:38]=2[C:33]2[CH:34]=[CH:35][C:36]([Cl:1])=[CH:37][C:32]=2[Cl:31])=[CH:54][CH:55]=1 |f:3.4|. Reported procedure: To 6-(4-chlorophenyl)-7-(2,4-dichlorophenyl)-2,2-dimethyl-3,4-dihydro-2H-pyrano[2,3-b]pyridine-4-carboxylic acid prepared in similar fashion to the product of Example 124 Step B (20 mg, 0.05 mmol) in MeCN (1 mL) was added 1-hydroxybenzotriazole (HOBt) (7 mg, 0.005 mmol), N-(3-dimethylaminopropyl)-N′-ethylcarboddimide hydrochloride (EDAC) (10 mg, 0.05 mmol) and the reaction was stirred at rt for 30 min. The reaction was cooled to 0° C. and hydrazine hydrate (0.005 mL, 0.09 mmol) was added and the... The reactants are N1=CC(=CC=C1)C1(CCNCC1)C(=O)N (4-(pyrid-3-yl)-piperidine-4-carboxylic acid amide), CO (methanol), I (hydriodic acid). The solvent is O (water). Run at time 30 minute. Yields the product I.N1=CC(=CC=C1)C1(CCNCC1)C(=O)N (4-(Pyrid-3-yl)piperidine-4-carboxylic acid amide hydriodic acid salt). RXN SMILES: [N:1]1[CH:6]=[CH:5][CH:4]=[C:3]([C:7]2([C:13]([NH2:15])=[O:14])[CH2:12][CH2:11][NH:10][CH2:9][CH2:8]2)[CH:2]=1.CO.[IH:18]>O>[IH:18].[N:1]1[CH:6]=[CH:5][CH:4]=[C:3]([C:7]2([C:13]([NH2:15])=[O:14])[CH2:8][CH2:9][NH:10][CH2:11][CH2:12]2)[CH:2]=1 |f:4.5|. Procedure: Combine 4-(pyrid-3-yl)-piperidine-4-carboxylic acid amide (3.0 g, 14.6 mmol), methanol (:30 mL), and water (10 mL). Cool in an ice bath and add an aqueous solution of hydriodic acid (4.2 mL, 57%, 31.2 mmol). After 30 minutes, filter and evaporate the filtrate in vacuo to give a residue. Triturate the residue with methanol to give a solid. Collect the solid and dry in vacuo at 56° C. to give the title compound. The reactants are O1C(=CC=C1)C1=CC=CC(=N1)CO ((6-furan-2-yl-pyridin-2-yl)methanol), C(Cl)(Cl)Cl (chloroform). Reagents/catalysts: [O-2].[O-2].[Mn+4] (manganese dioxide). Run in O (water). Product: O1C(=CC=C1)C1=CC=CC(=N1)C=O (6-furan-2-yl-pyridine-2-carbaldehyde). Yield: 73.4%. RXN SMILES: [O:1]1[CH:5]=[CH:4][CH:3]=[C:2]1[C:6]1[N:11]=[C:10]([CH2:12][OH:13])[CH:9]=[CH:8][CH:7]=1.C(Cl)(Cl)Cl>[O-2].[O-2].[Mn+4].O>[O:1]1[CH:5]=[CH:4][CH:3]=[C:2]1[C:6]1[N:11]=[C:10]([CH:12]=[O:13])[CH:9]=[CH:8][CH:7]=1 |f:2.3.4|. Reported procedure: 8 g of manganese dioxide are added to a solution of 2 g of (6-furan-2-yl-pyridin-2-yl)methanol (11.4 mmol) and 50 ml of chloroform. The reaction mixture is heated under reflux for 1 hour 30 minutes with removal of the water formed continuously. The solid in suspension is removed by filtration on celite and then the solvent is evaporated off. The title product is isolated by chromatography on a silica column (eluent: chloroform). 1.45 g of a yellow solid are recovered. The reactants are ClC1=C(C=CC(=C1)Cl)C1CC(CC(C1)=O)=O (5-(2,4-dichlorophenyl)cyclohexan-1,3-dione), [H-].[Na+] (sodium hydride), ice water, Cl (hydrochloric acid), ClC1=CC=C2C(C(=O)OC(N2)=O)=C1 (5-chloroisatoic anhydride). Solvent: CN(C=O)C (N,N-dimethylformamide), CN(C=O)C (N,N-dimethylformamide), CN(C=O)C (N,N-dimethylformamide). Reaction conditions: time 1 hour. The product is ClC1=CC=C2NC=3CC(CC(C3C(C2=C1)=O)=O)C1=C(C=C(C=C1)Cl)Cl (7-chloro-3-(2,4-dichlorophenyl)-3,4-dihydro-1,9(2H,10H)-acridinedione). RXN SMILES: [H-].[Na+].[Cl:3][C:4]1[CH:9]=[C:8]([Cl:10])[CH:7]=[CH:6][C:5]=1[CH:11]1[CH2:16][C:15](=O)[CH2:14][C:13](=[O:18])[CH2:12]1.[Cl:19][C:20]1[CH:31]=[C:24]2[C:25](OC(=O)[NH:29][C:23]2=[CH:22][CH:21]=1)=[O:26].Cl>CN(C)C=O>[Cl:19][C:20]1[CH:31]=[C:24]2[C:23]([NH:29][C:15]3[CH2:16][CH:11]([C:5]4[CH:6]=[CH:7][C:8]([Cl:10])=[CH:9][C:4]=4[Cl:3])[CH2:12][C:13](=[O:18])[C:14]=3[C:25]2=[O:26])=[CH:22][CH:21]=1 |f:0.1|. Procedure: To a suspension of 0.96 g of 50% sodium hydride in 10 ml of N,N-dimethylformamide at -10° C. is added dropwise a solution of 5.14 g of 5-(2,4-dichlorophenyl)cyclohexan-1,3-dione in 40 ml of N,N-dimethylformamide. During the addition frothing occurs and the temperature rises to 10° C. The mixture is then stirred at room temperature for 1 hr and cooled to 5° C. A solution of 3.96 g of 5-chloroisatoic anhydride in 40 ml of N,N-dimethylformamide is added and stirring is continued at room temperature... Starting materials: C(C1=CC(OC)=C(OC)C=C1)=O (veratraldehyde), C[Si](C)(C)C#N (trimethylsilyl cyanide). Reagents/catalysts: [I-].[Zn+2].[I-] (zinc iodide). Run in [N+](=O)([O-])C (nitromethane). Conditions: time 1 hour. Yields the product NCC(O)C1=CC(=C(C=C1)OC)OC (2-amino-1-(3,4-dimethoxyphenyl)-1-ethanol). Isolated yield 54.8%. As a reaction SMILES: [CH:1](=[O:12])[C:2]1[CH:11]=[CH:10][C:7]([O:8][CH3:9])=[C:4]([O:5][CH3:6])[CH:3]=1.C[Si]([C:17]#[N:18])(C)C>[N+](C)([O-])=O.[I-].[Zn+2].[I-]>[NH2:18][CH2:17][CH:1]([C:2]1[CH:11]=[CH:10][C:7]([O:8][CH3:9])=[C:4]([O:5][CH3:6])[CH:3]=1)[OH:12] |f:3.4.5|. Reported procedure: To a stirred solution of veratraldehyde(16.6 g) and zinc iodide (50 mg) in anhydrous nitromethane (200 ml) was added trimethylsilyl cyanide (12 g) dropwise under nitrogen. After the resulting mixture was stirred at room temperature for 1 hour, the solvent was removed under reduced pressure. Anhydrous tetrahydrofuran (50 ml) was added to the residue, and the resulting mixture was added under ice cooling to a suspension of lithium aluminum hydride (3.9 g) in anhydrous tetrahydrofuran (200 ml). Aft...